Task: describe an organic reaction: reactants, conditions, products, and yield. Dataset: the Open Reaction Database (ORD), a public repository of structured organic reaction records Starting materials: C(C1=CC=CC=C1)OC1=CC2=C(OC(CO2)CN)C=C1 (2,3-Dihydro-6-benzyloxy-1,4-benzodioxin-2-methanamine), [I-].[Na+] (sodium iodide), ClCCCOC1=CC=C2C=CC(OC2=C1)=O (7-(3-chloropropoxy)coumarin), C(C)(C)N(CC)C(C)C (diisopropylethylamine). Solvent: CN(C)C=O (DMF). Run at temperature 108 celsius. Yields the product C1(=CC=CC=C1)COC1=CC2=C(OC(CO2)CNCCCOC2=CC3=C(C=CC(O3)=O)C=C2)C=C1 (7-[3-[[(2,3-Dihydro-6-phenylmethoxy-1,4-benzodioxin-2-yl)methyl]amino]propoxy]-2H-1-benzopyran-2-one). RXN SMILES: [CH2:1]([O:8][C:9]1[CH:20]=[CH:19][C:12]2[O:13][CH:14]([CH2:17][NH2:18])[CH2:15][O:16][C:11]=2[CH:10]=1)[C:2]1[CH:7]=[CH:6][CH:5]=[CH:4][CH:3]=1.Cl[CH2:22][CH2:23][CH2:24][O:25][C:26]1[CH:35]=[C:34]2[C:29]([CH:30]=[CH:31][C:32](=[O:36])[O:33]2)=[CH:28][CH:27]=1.C(N(C(C)C)CC)(C)C.[I-].[Na+]>CN(C=O)C>[C:2]1([CH2:1][O:8][C:9]2[CH:20]=[CH:19][C:12]3[O:13][CH:14]([CH2:17][NH:18][CH2:22][CH2:23][CH2:24][O:25][C:26]4[CH:27]=[CH:28][C:29]5[CH:30]=[CH:31][C:32](=[O:36])[O:33][C:34]=5[CH:35]=4)[CH2:15][O:16][C:11]=3[CH:10]=2)[CH:3]=[CH:4][CH:5]=[CH:6][CH:7]=1 |f:3.4|. Reported procedure: 2,3-Dihydro-6-benzyloxy-1,4-benzodioxin-2-methanamine (2.4 g, 8.85 mmole), 7-(3-chloropropoxy)coumarin (2.15 g, 9.0 mmole), diisopropylethylamine (7.0 ml, 40.2 mmole) and sodium iodide (1.35 g, 9.0 mmole) were combined in 200 ml of DMF and heated at 108° C. for 2 days under a nitrogen atmosphere. The solvent was then removed and replaced with dichloromethane. The mixture was washed with an equal volume of water dried over magnesium sulfate, filtered, and concentrated in vacuum. The residue was c... The reactants are C(=O)OCCCS(=O)(=O)N1C(SCCC1)=C[N+](=O)[O-] (N-(3-formyloxypropylsulfonyl)-2-(nitromethylene)-tetrahydro-2H-1,3-thiazine). The solvent is ClCCl (dichloromethane), CO (methanol). Yields the product OCCCS(=O)(=O)N1C(SCCC1)=C[N+](=O)[O-] (N-(3-hydroxypropylsulfonyl)-2-(nitromethylene)-tetrahydro-2H-1,3-thiazine). Reaction SMILES: C([O:3][CH2:4][CH2:5][CH2:6][S:7]([N:10]1[CH2:15][CH2:14][CH2:13][S:12][C:11]1=[CH:16][N+:17]([O-:19])=[O:18])(=[O:9])=[O:8])=O>ClCCl.CO>[OH:3][CH2:4][CH2:5][CH2:6][S:7]([N:10]1[CH2:15][CH2:14][CH2:13][S:12][C:11]1=[CH:16][N+:17]([O-:19])=[O:18])(=[O:8])=[O:9]. Reported procedure: 2 g of 1 was elected through a column of 200 g of neutral alumina, using a 19:1 v:v mixture of dichloromethane and methanol as eluent. The fractions containing 2 were stripped of solvent under reduced pressure and the combined residue was triturated with ether, to give 2, as a solid, m.p.: 80°-83° C.